From a dataset of the Open Reaction Database (ORD), a public repository of structured organic reaction records. describe an organic reaction: reactants, conditions, products, and yield Starting materials: Brc1ccc(OCCN2CCCC2)nc1, C1CCOC1, [Li]CCCC, COc1ccc2c(c1)CCCC2=O, [Na+], O=C([O-])O. The product is COc1ccc2c(c1)CCCC2(O)c1ccc(OCCN2CCCC2)nc1. As a reaction SMILES: [Br:1][c:2]1[cH:3][cH:4][c:5]([O:8][CH2:9][CH2:10][N:11]2[CH2:12][CH2:13][CH2:14][CH2:15]2)[n:6][cH:7]1.[CH2:39]1[O:40][CH2:41][CH2:42][CH2:43]1.[CH3:16][CH2:17][CH2:18][CH2:19][Li:20].[CH3:21][O:22][c:23]1[cH:24][c:25]2[c:30]([cH:31][cH:32]1)[C:29](=[O:33])[CH2:28][CH2:27][CH2:26]2.[Na+:38].[O-:34][C:35]([OH:36])=[O:37]>>[c:2]1([C:29]2([OH:33])[CH2:28][CH2:27][CH2:26][c:25]3[cH:24][c:23]([O:22][CH3:21])[cH:32][cH:31][c:30]32)[cH:3][cH:4][c:5]([O:8][CH2:9][CH2:10][N:11]2[CH2:12][CH2:13][CH2:14][CH2:15]2)[n:6][cH:7]1. Starting materials: [NH4+].[OH-] (NH4OH), C(C)(=O)O (acetic acid), CN1CCC(=CC1)C1=CNC2=CC=C(C=C12)C#N (3-(1-Methyl-1,2,3,6-tetrahydro-4-pyridyl)-1H-indole-5-carbonitrile), [PH2](=O)[O-].[Na+] (sodium hypophosphite). The reagents and catalysts are [Ni] (Raney nickel). Run in N1=CC=CC=C1 (pyridine), O (water). Run at temperature 45 celsius, time 1 hour. Product: CN1CCC(=CC1)C1=CNC2=CC=C(C=C12)C=O (3-(1-Methyl-1,2,3,6-tetrahydro-4-pyridyl)-1H-indole-5-carbaldehyde). Reaction SMILES: [CH3:1][N:2]1[CH2:7][CH:6]=[C:5]([C:8]2[C:16]3[C:11](=[CH:12][CH:13]=[C:14]([C:17]#N)[CH:15]=3)[NH:10][CH:9]=2)[CH2:4][CH2:3]1.[PH2]([O-])=[O:20].[Na+].C(O)(=O)C.[NH4+].[OH-]>[Ni].O.N1C=CC=CC=1>[CH3:1][N:2]1[CH2:7][CH:6]=[C:5]([C:8]2[C:16]3[C:11](=[CH:12][CH:13]=[C:14]([CH:17]=[O:20])[CH:15]=3)[NH:10][CH:9]=2)[CH2:4][CH2:3]1 |f:1.2,4.5|. Reported procedure: Raney nickel (ca 10 g) was added to a solution of the product from step (a) (5.0 g) and sodium hypophosphite (6.0 g) in a mixture of water (25 ml), glac. acetic acid (25 ml) and pyridine (50 ml) at 45° C. The resulting mixture was stirred at 45° C for 1 hour, cooled and basified to pH 9 with 0.88 NH4OH. The mixture was filtered through Hyflo and the filtrate extracted with chloroform. The combined extracts were dried and evaporated in vacuo to give the desired product as an off-white solid which... Solvent: CO (methanol). The reactants are ClC1=C(N)C(=CC=C1)[N+](=O)[O-] (2-chloro-6-nitroaniline). Procedure: A solution of 2-chloro-6-nitroaniline (1.0 g, 5.81 mmol, commercially available from Apollo International) in methanol (20 mL) was passed through the H-Cube® (Thales Nanotechnology Inc.) operating at 40 bars and ambient temperature with a flow rate of 1 mL/min. The H-Cube® was equipped with a 10% Pd/C cartridge (Catcart™). The reaction mixture was collected and concentrated after being exposed to the hydrogenation conditions. The crude 3-chlorobenzene-1,2-diamine was carried on without further p... RXN SMILES: [Cl:1][C:2]1[CH:8]=[CH:7][CH:6]=[C:5]([N+:9]([O-])=O)[C:3]=1[NH2:4]>CO.[Pd]>[Cl:1][C:2]1[CH:8]=[CH:7][CH:6]=[C:5]([NH2:9])[C:3]=1[NH2:4]. Reagents/catalysts: [Pd] (Pd/C). The product is ClC1=C(C(=CC=C1)N)N (3-chlorobenzene-1,2-diamine). The reactants are NCCNCCNCCNCC (1,4,7,10-tetraazadodecane), C([O-])([O-])=O.[K+].[K+] (potassium carbonate), C(=O)C=O (glyoxal). Run in C(C)#N (acetonitrile). Product: N12CCN3CCN4CCN(CC1)C4C23 (1,4,7,10-tetraazatetracyclo-[5,5,2,04,13,010,14 ] tetradecane). RXN SMILES: [NH2:1][CH2:2][CH2:3][NH:4][CH2:5][CH2:6][NH:7][CH2:8][CH2:9][NH:10][CH2:11][CH3:12].C(=O)([O-])[O-].[K+].[K+].[CH:19]([CH:21]=O)=O>C(#N)C>[N:10]12[CH:21]3[N:7]([CH2:6][CH2:5][N:4]4[CH:19]3[N:1]([CH2:12][CH2:11]1)[CH2:2][CH2:3]4)[CH2:8][CH2:9]2 |f:1.2.3|. Reported procedure: 1,4,7,10-tetraazadodecane (1.1.4) trihydrobromide in acetonitrile with potassium carbonate was reacted with glyoxal to form 1,4,7,10-tetraazatetracyclo-[5,5,2,04,13,010,14 ] tetradecane (1.1.23). Following separation the pure product was obtained by low pressure distillation. This was dissolved in acetonitrile and benzylbromide was added to form 1,7-dibenzylonium-1,4,7,10-tetraazatetracyclo[5,5,2,04,13,010,14 ] tetradecane (1.1.24). Following recrystallization from ethanol this was reacted with ... The reactants are CC(C)(C)OC(=O)n1c(CN2CCC(N)C2=O)cc2cnccc21, O=S(=O)(Cl)C=Cc1ccc(Cl)s1. Yields the product CC(C)(C)OC(=O)n1c(CN2CCC(NS(=O)(=O)C=Cc3ccc(Cl)s3)C2=O)cc2cnccc21. RXN SMILES: [C:13]([CH3:14])([CH3:15])([CH3:16])[O:17][C:18](=[O:19])[n:20]1[c:21]([CH2:29][N:30]2[C:31](=[O:36])[CH:32]([NH2:35])[CH2:33][CH2:34]2)[cH:22][c:23]2[cH:24][n:25][cH:26][cH:27][c:28]12.[Cl:1][c:2]1[cH:3][cH:4][c:5]([CH:7]=[CH:8][S:9](=[O:10])(=[O:11])[Cl:12])[s:6]1>>[Cl:1][c:2]1[cH:3][cH:4][c:5]([CH:7]=[CH:8][S:9](=[O:10])(=[O:11])[NH:35][CH:32]2[C:31](=[O:36])[N:30]([CH2:29][c:21]3[n:20]([C:18]([O:17][C:13]([CH3:14])([CH3:15])[CH3:16])=[O:19])[c:28]4[c:23]([cH:22]3)[cH:24][n:25][cH:26][cH:27]4)[CH2:34][CH2:33]2)[s:6]1. Reactants: BrC1=CC=C(C=C1)C1=NN2C(N=C(C=C2N2CCOCC2)Cl)=C1 (2-(4-bromo-phenyl)-5-chloro-7-morpholin-4-yl-pyrazolo[1,5-a]pyrimidine), CC(C)([O-])C.[Na+] (sodium t-butoxide), C(C)(C)(C)P(C(C)(C)C)C(C)(C)C (tri-t-butyl phosphine), N1(CCNCC1)C(=O)OC(C)(C)C (t-butyl 1-piperazine carboxylate). Reagents/catalysts: [Pd].[Pd].C(C1=CC=CC=C1)=CC(=O)C=CC1=CC=CC=C1.C(C1=CC=CC=C1)=CC(=O)C=CC1=CC=CC=C1.C(C1=CC=CC=C1)=CC(=O)C=CC1=CC=CC=C1 (tris(dibenzylidene acetone) di-palladium). Run in C1(=CC=CC=C1)C (toluene), C1(=CC=CC=C1)C (toluene). The product is C(C)(C)(C)OC(=O)N1CCN(CC1)C1=CC=C(C=C1)C1=NN2C(N=C(C=C2N2CCOCC2)Cl)=C1 (2-{4-(4-t-Butoxycarbonyl-piperazin-1-yl)-phenyl}-5-chloro-7-morpholin-4-yl-pyrazolo[1,5-a]pyrimidine). The yield is 56.9%. As a reaction SMILES: Br[C:2]1[CH:7]=[CH:6][C:5]([C:8]2[CH:23]=[C:11]3[N:12]=[C:13]([Cl:22])[CH:14]=[C:15]([N:16]4[CH2:21][CH2:20][O:19][CH2:18][CH2:17]4)[N:10]3[N:9]=2)=[CH:4][CH:3]=1.CC(C)([O-])C.[Na+].C(P(C(C)(C)C)C(C)(C)C)(C)(C)C.[N:43]1([C:49]([O:51][C:52]([CH3:55])([CH3:54])[CH3:53])=[O:50])[CH2:48][CH2:47][NH:46][CH2:45][CH2:44]1>C1(C)C=CC=CC=1.[Pd].[Pd].C(=CC(C=CC1C=CC=CC=1)=O)C1C=CC=CC=1.C(=CC(C=CC1C=CC=CC=1)=O)C1C=CC=CC=1.C(=CC(C=CC1C=CC=CC=1)=O)C1C=CC=CC=1>[C:52]([O:51][C:49]([N:43]1[CH2:48][CH2:47][N:46]([C:2]2[CH:7]=[CH:6][C:5]([C:8]3[CH:23]=[C:11]4[N:12]=[C:13]([Cl:22])[CH:14]=[C:15]([N:16]5[CH2:21][CH2:20][O:19][CH2:18][CH2:17]5)[N:10]4[N:9]=3)=[CH:4][CH:3]=2)[CH2:45][CH2:44]1)=[O:50])([CH3:55])([CH3:53])[CH3:54] |f:1.2,6.7.8.9.10|. Procedure: There was dissolved, in toluene (3 mL), 2-(4-bromo-phenyl)-5-chloro-7-morpholin-4-yl-pyrazolo[1,5-a]pyrimidine (56.2 mg, 0.143 mM) in an argon gas atmosphere, then there were added, to the resulting solution, a solution of sodium t-butoxide (20.6 mg, 0.215 mM), tris(dibenzylidene acetone) di-palladium (7.2 mg, 0.0079 mM) and tri-t-butyl phosphine (4.7 μL, 0.023 mM) in toluene (0.30 mL) and t-butyl 1-piperazine carboxylate (39.9 mg, 0.215 mM) and the resulting mixture was stirred at 90° C. for 30... The reactants are C(CC)C1=NC2=C(N1CC1=CC=C(C=C1)C=1C(=CC=CC1)C(=O)OC)C=C(C=C2C)NC(=NC#N)NC (methyl 4'-[[2-n-propyl-4-methyl-6-(2-cyano-3-methyl-guanidino)-1H-benzimidazol-1-yl]-methyl]-biphenyl-2-carboxylate), [OH-].[Na+] (sodium hydroxide). Run in C(C)O (ethanol). Product: C(CC)C1=NC2=C(N1CC1=CC=C(C=C1)C=1C(=CC=CC1)C(=O)O)C=C(C=C2C)NC(=NC#N)NC (4'-[[2-n-Propyl-4-methyl-6-(2-cyano-3-methyl-guanidino) -1H-benzimidazol-1-yl]-methyl]-biphenyl-2-carboxylic acid). Reaction SMILES: [CH2:1]([C:4]1[N:8]([CH2:9][C:10]2[CH:15]=[CH:14][C:13]([C:16]3[C:17]([C:22]([O:24]C)=[O:23])=[CH:18][CH:19]=[CH:20][CH:21]=3)=[CH:12][CH:11]=2)[C:7]2[CH:26]=[C:27]([NH:31][C:32]([NH:36][CH3:37])=[N:33][C:34]#[N:35])[CH:28]=[C:29]([CH3:30])[C:6]=2[N:5]=1)[CH2:2][CH3:3].[OH-].[Na+]>C(O)C>[CH2:1]([C:4]1[N:8]([CH2:9][C:10]2[CH:15]=[CH:14][C:13]([C:16]3[C:17]([C:22]([OH:24])=[O:23])=[CH:18][CH:19]=[CH:20][CH:21]=3)=[CH:12][CH:11]=2)[C:7]2[CH:26]=[C:27]([NH:31][C:32]([NH:36][CH3:37])=[N:33][C:34]#[N:35])[CH:28]=[C:29]([CH3:30])[C:6]=2[N:5]=1)[CH2:2][CH3:3] |f:1.2|. Procedure: Prepared analogously to Example 1d from methyl 4'-[[2-n-propyl-4-methyl-6-(2-cyano-3-methyl-guanidino)-1H-benzimidazol-1-yl]-methyl]-biphenyl-2-carboxylate and 2N sodium hydroxide solution in ethanol. Reactants: Tetrakis(triphenylphosphoine)palladium(0), IC1=CN=C2N1C=CC(=C2)C2=CC=CC=C2 (3-iodo-7-phenylimidazo[1,2-a]pyridine), C1(=CC=CC=C1)B(O)O (phenyl boronic acid), C([O-])([O-])=O.[Na+].[Na+] (sodium carbonate). Solvent: O1CCOCC1 (dioxane). Yields the product C1(=CC=CC=C1)C1=CN=C2N1C=CC(=C2)C2=CC=CC=C2 (3,7-diphenylimidazo[1,2-a]pyridine). RXN SMILES: I[C:2]1[N:6]2[CH:7]=[CH:8][C:9]([C:11]3[CH:16]=[CH:15][CH:14]=[CH:13][CH:12]=3)=[CH:10][C:5]2=[N:4][CH:3]=1.[C:17]1(B(O)O)[CH:22]=[CH:21][CH:20]=[CH:19][CH:18]=1.C(=O)([O-])[O-].[Na+].[Na+]>O1CCOCC1>[C:17]1([C:2]2[N:6]3[CH:7]=[CH:8][C:9]([C:11]4[CH:16]=[CH:15][CH:14]=[CH:13][CH:12]=4)=[CH:10][C:5]3=[N:4][CH:3]=2)[CH:22]=[CH:21][CH:20]=[CH:19][CH:18]=1 |f:2.3.4|. Procedure: Tetrakis(triphenylphosphoine)palladium(0) (16 mg, 0.014 mmol, 0.050 equiv) was added to a deoxygenated mixture of 3-iodo-7-phenylimidazo[1,2-a]pyridine (1-5, 88 mg, 0.28 mmol, 1 equiv), phenyl boronic acid (50 mg, 0.41 mmol, 1.5 equiv), and aqueous saturated sodium carbonate solution (0.42 mL, 3.0 equiv) in dioxane (5 mL), and the resulting mixture was heated at reflux for 18 h. The reaction mixture was cooled, then concentrated, and the residue was partitioned between half-saturated aqueous NaC... Run in C(C)O (ethanol). Isolated yield 93.2%. The product is C(C)(C)(C)OC(=O)NN=CC (N′-ethylidene-hydrazinecarboxylic acid tert-butyl ester). The reactants are C(NN)(=O)OC(C)(C)C (tert-butyl carbazate), C(C)=O (acetaldehyde). As a reaction SMILES: [C:1]([O:5][C:6]([CH3:9])([CH3:8])[CH3:7])(=[O:4])[NH:2][NH2:3].[CH:10](=O)[CH3:11]>C(O)C>[C:6]([O:5][C:1]([NH:2][N:3]=[CH:10][CH3:11])=[O:4])([CH3:9])([CH3:8])[CH3:7]. Reported procedure: A solution of tert-butyl carbazate (50.0 g, 0.38 mole) and acetaldehyde (17.5 g, 0.4 mole) in ethanol (250 mL) was refluxed for 72 h. The solution was concentrated in vacuo and dissolved in ethyl acetate. The solution was washed with water, dried (anhydrous sodium sulfate) and concentrated to afford N′-ethylidene-hydrazinecarboxylic acid tert-butyl ester (56 g) as a light yellow oil that solidified on standing. MS (ESI+) for C7H14N2O2 m/z 159.0 (M+H)+. The reactants are [BH4-], O=C(Cc1ccc(Cl)cc1)N1CCC(N(Cc2ccnc3ccccc23)C(=O)C(F)(F)F)CC1Cc1ccccc1, [Na+]. Product: O=C(Cc1ccc(Cl)cc1)N1CCC(NCc2ccnc3ccccc23)CC1Cc1ccccc1. RXN SMILES: [BH4-:42].[CH2:1]([c:2]1[cH:3][cH:4][cH:5][cH:6][cH:7]1)[CH:8]1[N:9]([C:32]([CH2:33][c:34]2[cH:35][cH:36][c:37]([Cl:40])[cH:38][cH:39]2)=[O:41])[CH2:10][CH2:11][CH:12]([N:14]([C:15](=[O:16])[C:17]([F:18])([F:19])[F:20])[CH2:21][c:22]2[cH:23][cH:24][n:25][c:26]3[cH:27][cH:28][cH:29][cH:30][c:31]23)[CH2:13]1.[Na+:43]>>[CH2:1]([c:2]1[cH:3][cH:4][cH:5][cH:6][cH:7]1)[CH:8]1[N:9]([C:32]([CH2:33][c:34]2[cH:35][cH:36][c:37]([Cl:40])[cH:38][cH:39]2)=[O:41])[CH2:10][CH2:11][CH:12]([NH:14][CH2:21][c:22]2[cH:23][cH:24][n:25][c:26]3[cH:27][cH:28][cH:29][cH:30][c:31]23)[CH2:13]1.